From a dataset of the Open Reaction Database (ORD), a public repository of structured organic reaction records. describe an organic reaction: reactants, conditions, products, and yield Reactants: ClC1=CC=C(C=C1)C1=NN(C(N1)=O)CC(=O)OC (methyl [3-(4-chlorophenyl)-5-oxo-4,5-dihydro-1H-1,2,4-triazol-1-yl]acetate), C([O-])([O-])=O.[Cs+].[Cs+] (cesium carbonate), BrCC=1C=C(C(=O)OC)C=CC1 (methyl 3-bromomethylbenzoate). Solvent: CC(=O)C (acetone). Yields the product ClC1=CC=C(C=C1)C1=NN(C(N1CC=1C=C(C=CC1)C(=O)OC)=O)CC(=O)OC (Methyl 3-{[3-(4-chlorophenyl)-1-(2-methoxy-2-oxoethyl)-5-oxo-1,5-dihydro-4H-1,2,4-triazol-4-yl]methyl}benzenecarboxylate). RXN SMILES: [Cl:1][C:2]1[CH:7]=[CH:6][C:5]([C:8]2[NH:12][C:11](=[O:13])[N:10]([CH2:14][C:15]([O:17][CH3:18])=[O:16])[N:9]=2)=[CH:4][CH:3]=1.C(=O)([O-])[O-].[Cs+].[Cs+].Br[CH2:26][C:27]1[CH:28]=[C:29]([CH:34]=[CH:35][CH:36]=1)[C:30]([O:32][CH3:33])=[O:31]>CC(C)=O>[Cl:1][C:2]1[CH:7]=[CH:6][C:5]([C:8]2[N:12]([CH2:26][C:27]3[CH:28]=[C:29]([C:30]([O:32][CH3:33])=[O:31])[CH:34]=[CH:35][CH:36]=3)[C:11](=[O:13])[N:10]([CH2:14][C:15]([O:17][CH3:18])=[O:16])[N:9]=2)=[CH:4][CH:3]=1 |f:1.2.3|. Reported procedure: 200 mg (0.75 mmol) of methyl [3-(4-chlorophenyl)-5-oxo-4,5-dihydro-1H-1,2,4-triazol-1-yl]acetate [preparation according to WO 2007/134862 Example 222A] were suspended in 7.5 ml of acetone, 365 mg (1.12 mmol) of cesium carbonate and 223 mg (0.97 mmol) of methyl 3-bromomethylbenzoate were added and the mixture was heated at the boil for 1 h. After cooling, the mixture was filtered through Extrelut and the filter cake was rinsed with acetone. The filtrate was concentrated under reduced pressure and... Starting materials: [N-]=[N+]=[N-].[Na+] (sodium azide), CS(=O)(=O)OC[C@@H](NC(=O)OC(C)(C)C)C1=CC=CC=C1 ((S)-2-Phenyl-2-tert-butoxycarbonylaminoethyl methanesulfonate), O (water). Run in CN(C)C=O (DMF). Run at temperature 55 celsius, time 24 hour. The product is C1(=CC=CC=C1)[C@@H](CN=[N+]=[N-])NC(=O)OC(C)(C)C ((S)-2-phenyl-2-tert-butoxycarbonylaminoethylazide). Isolated yield 76.0%. Reaction SMILES: CS(O[CH2:6][C@H:7]([C:16]1[CH:21]=[CH:20][CH:19]=[CH:18][CH:17]=1)[NH:8][C:9]([O:11][C:12]([CH3:15])([CH3:14])[CH3:13])=[O:10])(=O)=O.[N-:22]=[N+:23]=[N-:24].[Na+].O>CN(C=O)C>[C:16]1([C@H:7]([NH:8][C:9]([O:11][C:12]([CH3:15])([CH3:14])[CH3:13])=[O:10])[CH2:6][N:22]=[N+:23]=[N-:24])[CH:21]=[CH:20][CH:19]=[CH:18][CH:17]=1 |f:1.2|. Procedure: (S)-2-Phenyl-2-tert-butoxycarbonylaminoethyl methanesulfonate (15.77 g, 0.05 mol) was dissolved in 50 mL DMF followed by the addition of sodium azide (19.5 g, 0.3 mol). The mixture was stirred for 24 hrs at 55° C., cooled to room temperature, poured into cold water (500 mL) and stirred vigorously for 20 minutes. Precipitate was collected by filtration, washed with water and dried, affording 9.97 g of the title compound as a white solid. Yield: 76%; (MH)+=263; 1H NMR (DMSO-d6): 1.37 (s, 9H), 3.36... The reactants are O=C1Nc2ccc(Br)cc2C2CCCC12F, C1CCOC1, COc1ccc(P2(=S)SP(=S)(c3ccc(OC)cc3)S2)cc1. The product is FC12CCCC1c1cc(Br)ccc1NC2=S. Reaction SMILES: [Br:1][c:2]1[cH:3][c:4]2[c:9]([cH:10][cH:11]1)[NH:8][C:7](=[O:12])[C:6]1([F:16])[CH:5]2[CH2:15][CH2:14][CH2:13]1.[CH2:39]1[O:40][CH2:41][CH2:42][CH2:43]1.[CH3:17][O:18][c:19]1[cH:20][cH:21][c:22]([P:23]2(=[S:26])[S:24][P:25]([c:27]3[cH:28][cH:29][c:30]([O:31][CH3:32])[cH:33][cH:34]3)(=[S:35])[S:36]2)[cH:37][cH:38]1>>[Br:1][c:2]1[cH:3][c:4]2[c:9]([cH:10][cH:11]1)[NH:8][C:7](=[S:26])[C:6]1([F:16])[CH:5]2[CH2:15][CH2:14][CH2:13]1. The reactants are OC1=C(C=C(C=C1)C12CC3(CC(CC(C1)C3)C2)C2=CC(=C(C=C2)O)C2CCCCC2)C2CCCCC2 (1,3-bis(4-hydroxy-3-cyclohexylphenyl)adamantane), CC(C)CC(=O)C (MIBK), CC(C)CC(=O)C (MIBK), C(Cl)C1CO1 (epichlorohydrin), [OH-].[Na+] (sodium hydroxide). Run in CS(=O)C (DMSO). Run at temperature 45 celsius. The product is C(C1CO1)OC1=C(C=C(C=C1)C12CC3(CC(CC(C1)C3)C2)C2=CC(=C(C=C2)OCC2CO2)C2CCCCC2)C2CCCCC2 (1,3-bis(4-glycidyloxy-3-cyclohexylphenyl) adamantane). RXN SMILES: [OH:1][C:2]1[CH:7]=[CH:6][C:5]([C:8]23[CH2:17][CH:12]4[CH2:13][CH:14]([CH2:16][C:10]([C:18]5[CH:23]=[CH:22][C:21]([OH:24])=[C:20]([CH:25]6[CH2:30][CH2:29][CH2:28][CH2:27][CH2:26]6)[CH:19]=5)([CH2:11]4)[CH2:9]2)[CH2:15]3)=[CH:4][C:3]=1[CH:31]1[CH2:36][CH2:35][CH2:34][CH2:33][CH2:32]1.[CH2:37]([CH:39]1[O:41][CH2:40]1)Cl.[OH-].[Na+].CC([CH2:47][C:48]([CH3:50])=[O:49])C>CS(C)=O>[CH2:37]([O:1][C:2]1[CH:7]=[CH:6][C:5]([C:8]23[CH2:17][CH:12]4[CH2:13][CH:14]([CH2:16][C:10]([C:18]5[CH:23]=[CH:22][C:21]([O:24][CH2:47][CH:48]6[O:49][CH2:50]6)=[C:20]([CH:25]6[CH2:30][CH2:29][CH2:28][CH2:27][CH2:26]6)[CH:19]=5)([CH2:11]4)[CH2:9]2)[CH2:15]3)=[CH:4][C:3]=1[CH:31]1[CH2:32][CH2:33][CH2:34][CH2:35][CH2:36]1)[CH:39]1[O:41][CH2:40]1 |f:2.3|. Procedure: In a mixed solvent composed of 14 mL of MIBK and 30 mL of DMSO, 10 g (20.6 mmol) of 1,3-bis(4-hydroxy-3-cyclohexylphenyl)adamantane (product of Honshu Chemical Industry Co., Ltd.) were dissolved, to which 15 g of epichlorohydrin were added. The mixture was then heated to 45° C. with stirring, added with 2.0 g (50 mmol) of sodium hydroxide over 0.5 hour, and further stirred for 6 hours. Thereafter, the obtained reaction liquid was cooled to room temperature and added with 50 mL of MIBK. The organ...